From a dataset of the Open Reaction Database (ORD), a public repository of structured organic reaction records. describe an organic reaction: reactants, conditions, products, and yield Starting materials: O=C(O)C(Br)c1ccccc1, CCO, O=S(=O)(O)O. Yields the product COC(=O)C(Br)c1ccccc1. As a reaction SMILES: [Br:6][CH:7]([C:8](=[O:9])[OH:10])[c:11]1[cH:12][cH:13][cH:14][cH:15][cH:16]1.[CH3:17][CH2:18][OH:19].[S:1](=[O:2])(=[O:3])([OH:4])[OH:5]>>[Br:6][CH:7]([C:8](=[O:9])[O:10][CH3:17])[c:11]1[cH:12][cH:13][cH:14][cH:15][cH:16]1. The reactants are ClC1=C(C=CC=C1Cl)S(=O)(=O)CNCCC(=O)OC(C)(C)C (tert.-butyl 3-[(2,3-dichlorobenzenesulphonyl)methylamino]propionate), FC(C(=O)O)(F)F (trifluoroacetic acid). Run in O1CCCC1 (tetrahydrofuran). Conditions: time 2 hour. Product: ClC1=C(C=CC=C1Cl)S(=O)(=O)CNCCC(=O)O (3-[(2,3-Dichlorobenzenesulphonyl)methylamino]propionic acid). RXN SMILES: [Cl:1][C:2]1[C:7]([Cl:8])=[CH:6][CH:5]=[CH:4][C:3]=1[S:9]([CH2:12][NH:13][CH2:14][CH2:15][C:16]([O:18]C(C)(C)C)=[O:17])(=[O:11])=[O:10].FC(F)(F)C(O)=O>O1CCCC1>[Cl:1][C:2]1[C:7]([Cl:8])=[CH:6][CH:5]=[CH:4][C:3]=1[S:9]([CH2:12][NH:13][CH2:14][CH2:15][C:16]([OH:18])=[O:17])(=[O:11])=[O:10]. Procedure: For two hours, a solution of 430 mg (1.17 mmol) of tert.-butyl 3-[(2,3-dichlorobenzenesulphonyl)methylamino]propionate and 2.0 ml of trifluoroacetic acid in 30 ml of tetrahydrofuran was stirred at room temperature and then evaporated to dryness. About 30 ml of water were added to the residue and the mixture was extracted three times with in each case 20 ml of ethyl acetate. The organic extracts were washed with saturated sodium chloride solution, dried over sodium sulphate and evaporated to dryn... The reactants are [BH3-]C#N, C1COCCO1, CNC, CO, Cl, [Na+], O=Cc1ccc(-c2cccnc2)s1. Product: CN(C)Cc1ccc(-c2cccnc2)s1. Reaction SMILES: [C:18]([BH3-:19])#[N:20].[CH2:24]1[O:25][CH2:26][CH2:27][O:28][CH2:29]1.[CH3:14][NH:15][CH3:16].[CH3:22][OH:23].[ClH:17].[Na+:21].[n:1]1[cH:2][c:3](-[c:7]2[cH:8][cH:9][c:10]([CH:12]=[O:13])[s:11]2)[cH:4][cH:5][cH:6]1>>[n:1]1[cH:2][c:3](-[c:7]2[cH:8][cH:9][c:10]([CH2:12][N:15]([CH3:14])[CH3:16])[s:11]2)[cH:4][cH:5][cH:6]1.